This data is from the Open Reaction Database (ORD), a public repository of structured organic reaction records. The task is: describe an organic reaction: reactants, conditions, products, and yield Reactants: C(C)(=O)OCC (ethyl acetate), OS(=O)[O-].[Na+] (NaHSO3), [OH-].[Na+] (NaOH), ClC1=C(C(=CC=C1)Cl)C1C(=C(NC(=C1C(=O)OC)CSC1=CC=C(C=C1)OC)CC(=O)N1CCN(CC1)C)C(=O)OC (dimethyl 4-(2,6-dichlorophenyl)-6-(4-methoxyphenyl)thiomethyl-2-(4-methyl-1-piperazinyl)cabonylmethyl-1,4-dihydropyridine-3,5-dicarboxylate), ClC=1C=C(C(=O)OO)C=CC1 (m-chloroperoxybenzoic acid), C(C)(=O)OCC (ethyl acetate), ClC=1C=C(C(=O)OO)C=CC1 (m-chloroperoxybenzoic acid). Procedure details: To a stirred solution of dimethyl 4-(2,6-dichlorophenyl)-6-(4-methoxyphenyl)thiomethyl-2-(4-methyl-1-piperazinyl)cabonylmethyl-1,4-dihydropyridine-3,5-dicarboxylate (1.01 g, 1.59 mmol) in ethyl acetate(15 ml) was added m-chloroperoxybenzoic acid (0.432 g, 2.07 mmol) in one portion at 0° C. and stirred for 10 min, then additional m-chloroperoxybenzoic acid (0.432 g, 2.07 mmol) was added and stirred at room temperature for 16 h. The reaction mixture was diluted with ethyl acetate (50 ml) and water... Run at time 10 minute. The product is ClC1=C(C(=CC=C1)Cl)C1C(=C(NC(=C1C(=O)OC)CS(=O)(=O)C1=CC=C(C=C1)OC)CC(=O)N1CCN(CC1)C)C(=O)OC (Dimethyl 4-(2,6-dichlorophenyl)-6-(4-methoxyphenyl)sulfonylmethyl-2-(4-methyl-1-piperazinyl)carbonylmethyl-1,4-dihydropyridine-3,5-dicarboxylate). As a reaction SMILES: [Cl:1][C:2]1[CH:7]=[CH:6][CH:5]=[C:4]([Cl:8])[C:3]=1[CH:9]1[C:14]([C:15]([O:17][CH3:18])=[O:16])=[C:13]([CH2:19]SC2C=CC(OC)=CC=2)[NH:12][C:11]([CH2:29][C:30]([N:32]2[CH2:37][CH2:36][N:35]([CH3:38])[CH2:34][CH2:33]2)=[O:31])=[C:10]1[C:39]([O:41][CH3:42])=[O:40].Cl[C:44]1[CH:45]=[C:46]([CH:51]=[CH:52][CH:53]=1)C(OO)=O.[OH:54][S:55]([O-:57])=O.[Na+].[OH-].[Na+].[C:61](OCC)(=[O:63])C>O>[Cl:8][C:4]1[CH:5]=[CH:6][CH:7]=[C:2]([Cl:1])[C:3]=1[CH:9]1[C:14]([C:15]([O:17][CH3:18])=[O:16])=[C:13]([CH2:19][S:55]([C:53]2[CH:44]=[CH:45][C:46]([O:63][CH3:61])=[CH:51][CH:52]=2)(=[O:57])=[O:54])[NH:12][C:11]([CH2:29][C:30]([N:32]2[CH2:37][CH2:36][N:35]([CH3:38])[CH2:34][CH2:33]2)=[O:31])=[C:10]1[C:39]([O:41][CH3:42])=[O:40] |f:2.3,4.5|. The solvent is O (water). The product is O=C(O)C(F)(F)CCCBr. RXN SMILES: [BrH:55].[CH3:11][O:12][C:13]([CH:14]1[CH2:15][CH2:16][CH2:17][O:18]1)=[O:19].[CH3:20][O:21][C:22](=[O:23])[CH:24]([O:25][C:26](=[O:27])[CH3:28])[CH2:29][CH2:30][CH2:31][Br:32].[CH3:33][C:34]([O:35][C:36](=[O:37])[CH3:38])=[O:39].[CH3:40][O:41][C:42]([C:43]([CH2:44][CH2:45][CH2:46][Br:47])([F:48])[F:49])=[O:50].[CH3:63][OH:64].[F:51][B:52]([F:53])[F:54].[F:56][Mo:57]([F:58])([F:59])([F:60])([F:61])[F:62].[PH4+:1].[o:2]1[cH:3][cH:4][cH:5][c:6]1[C:7]([O:8][CH3:9])=[O:10]>>[O:41]=[C:42]([C:43]([CH2:44][CH2:45][CH2:46][Br:47])([F:48])[F:49])[OH:50]. The reactants are Br, COC(=O)C1CCCO1, COC(=O)C(CCCBr)OC(C)=O, CC(=O)OC(C)=O, COC(=O)C(F)(F)CCCBr, CO, FB(F)F, F[Mo](F)(F)(F)(F)F, [PH4+], COC(=O)c1ccco1. Starting materials: C([C@@H](O)CC(=O)O)(=O)O (L-malic acid), C([C@@H](O)CC(=O)O)(=O)O (L-malic acid), O.Cl.N[C@@H](CS)C(=O)O (L-cysteine hydrochloride monohydrate). Run in O (water). The product is C([C@@H](O)CC(=O)O)(=O)O.N[C@@H](CS)C(=O)O (L-cysteine L-malate). Reaction SMILES: [C:1]([OH:9])(=[O:8])[C@H:2]([CH2:4][C:5]([OH:7])=[O:6])[OH:3].O.Cl.[NH2:12][C@H:13]([C:16]([OH:18])=[O:17])[CH2:14][SH:15]>O>[C:1]([OH:9])(=[O:8])[C@H:2]([CH2:4][C:5]([OH:7])=[O:6])[OH:3].[NH2:12][C@H:13]([C:16]([OH:18])=[O:17])[CH2:14][SH:15] |f:1.2.3,5.6|. Reported procedure: An aqueous solution of L-malic acid (1200 ml, content of L-malic acid: 0.60 mole) is introduced into a column packed with a weak basic ion exchange resin (Diaion WA-10 (OH type), 600 ml) and thereby L-malic acid is adsorbed onto the resin. A solution of crystalline L-cysteine hydrochloride monohydrate (120 g, 0.683 mole) in water (1000 ml) is introduced into the above column and thereby there is obtained an aqueous solution of L-cysteine L-malate as an effluent. The aqueous solution (containing ... Reactants: N1C(CC2=CC=CC=C12)C(=O)O (indoline-2-carboxylic acid), C(C)O (ethanol), solution, Cl (hydrogen chloride), C([O-])([O-])=O.[K+].[K+] (potassium carbonate). The solvent is O1CCOCC1 (dioxane). Reaction conditions: time 3 day. Yields the product N1C(CC2=CC=CC=C12)C(=O)OCC (Ethyl indoline-2-carboxylate). As a reaction SMILES: [NH:1]1[C:9]2[C:4](=[CH:5][CH:6]=[CH:7][CH:8]=2)[CH2:3][CH:2]1[C:10]([OH:12])=[O:11].[CH2:13](O)[CH3:14].Cl.C(=O)([O-])[O-].[K+].[K+]>O1CCOCC1>[NH:1]1[C:9]2[C:4](=[CH:5][CH:6]=[CH:7][CH:8]=2)[CH2:3][CH:2]1[C:10]([O:12][CH2:13][CH3:14])=[O:11] |f:3.4.5|. Procedure: A mixture of 25.2 g of indoline-2-carboxylic acid, 50 ml of ethanol and 200 ml of a 4N solution of hydrogen chloride in dioxane was stirred at room temperature for 3 days. At the end of this time, the reaction mixture was poured into an aqueous solution of potassium carbonate, after which it was extracted with ethyl acetate. The extract was washed with an aqueous solution of sodium chloride and dried over anhydrous sodium sulfate. The solvent was removed by distillation under reduced pressure, a... Reactants: BrC1=CN=C(C2=CC(=CC=C12)C1=CC=C(C=C1)OC)NC(=N)N ((4-bromo-7-(4-methoxyphenyl)isoquinolin-1-yl)guanidine). Reagents/catalysts: [Pd] (Pd-C). Run in industrial methylated spirits, CO (methanol). Reaction conditions: temperature 23 celsius, time 3 day. The product is N (ammonia), COC1=CC=C(C=C1)C1=CC=C2C=CN=C(C2=C1)NC(=N)N ((7-(4-methoxyphenyl)isoquinolin-1-yl)guanidine). Isolated yield 160.0%. RXN SMILES: Br[C:2]1[C:11]2[C:6](=[CH:7][C:8]([C:12]3[CH:17]=[CH:16][C:15]([O:18][CH3:19])=[CH:14][CH:13]=3)=[CH:9][CH:10]=2)[C:5]([NH:20][C:21]([NH2:23])=[NH:22])=[N:4][CH:3]=1>[Pd].CO>[NH3:4].[CH3:19][O:18][C:15]1[CH:14]=[CH:13][C:12]([C:8]2[CH:7]=[C:6]3[C:11]([CH:2]=[CH:3][N:4]=[C:5]3[NH:20][C:21]([NH2:23])=[NH:22])=[CH:10][CH:9]=2)=[CH:17][CH:16]=1. Procedure: A solution of (4-bromo-7-(4-methoxyphenyl)isoquinolin-1-yl)guanidine (38 mg, 0.1 mmol) in industrial methylated spirits (2.0 mL) containing 5% Pd-C (10 mg) was stirred under an atmosphere of H2 (3.5 atmospheres) at 23° C. for 3 days. The mixture was filtered through Arbocel™ with ethanol rinsing, the filtrate was evaporated in vacuo and the residue was purified by column chromatography on silica gel using dichloromethane:methanol:0.88 ammonia (97:3:0.3) as eluant to give (7-(4-methoxyphenyl)isoq...